From a dataset of the Open Reaction Database (ORD), a public repository of structured organic reaction records. describe an organic reaction: reactants, conditions, products, and yield Reactants: O=C1CC(Br)C(=O)N1, CC(=O)O, ClC(Cl)Cl, c1csc(C2(c3nnc4n3CCCCCC4)CCC2)c1. The product is Brc1ccc(C2(c3nnc4n3CCCCCC4)CCC2)s1. RXN SMILES: [Br:21][CH:22]1[CH2:23][C:24](=[O:25])[NH:26][C:27]1=[O:28].[CH3:29][C:30](=[O:31])[OH:32].[CH:33]([Cl:34])([Cl:35])[Cl:36].[s:1]1[c:2]([C:6]2([c:10]3[n:11][n:12][c:13]4[n:14]3[CH2:15][CH2:16][CH2:17][CH2:18][CH2:19][CH2:20]4)[CH2:7][CH2:8][CH2:9]2)[cH:3][cH:4][cH:5]1>>[s:1]1[c:2]([C:6]2([c:10]3[n:11][n:12][c:13]4[n:14]3[CH2:15][CH2:16][CH2:17][CH2:18][CH2:19][CH2:20]4)[CH2:7][CH2:8][CH2:9]2)[cH:3][cH:4][c:5]1[Br:21].